The task is: describe an organic reaction: reactants, conditions, products, and yield. This data is from the Open Reaction Database (ORD), a public repository of structured organic reaction records. Starting materials: C(CC)C=1C=C(C(O)=CC1)O (4-n-propylcatechol), CC(=O)C (acetone), O.C1(=CC=C(C=C1)S(=O)(=O)O)C (p-toluenesulfonic acid monohydrate). Solvent: C1=CC=CC=C1 (benzene). The product is C(CC)C1=CC2=C(OC(O2)(C)C)C=C1 (5-n-Propyl-2,2-dimethyl-1,3-benzodioxol). Reaction SMILES: [CH2:1]([C:4]1[CH:5]=[C:6]([OH:11])[C:7](=[CH:9][CH:10]=1)[OH:8])[CH2:2][CH3:3].[CH3:12][C:13]([CH3:15])=O.O.C1(C)C=CC(S(O)(=O)=O)=CC=1>C1C=CC=CC=1>[CH2:1]([C:4]1[CH:10]=[CH:9][C:7]2[O:8][C:13]([CH3:15])([CH3:12])[O:11][C:6]=2[CH:5]=1)[CH2:2][CH3:3] |f:2.3|. Procedure: The same procedures as described in Example 10 were carried out by using a mixture of 7.61 g (50 mM) of 4-n-propylcatechol, 15 ml of acetone, 30 mg of p-toluenesulfonic acid monohydrate and 15 ml of benzene. 5-n-Propyl-2,2-dimethyl-1,3-benzodioxol was obtained in the yield of 9.13 g (47 mM) as colorless transparent liquid having a boiling point of 82°-87° C./3 mmHg. Reactants: COCCOC, Nc1cnc(Br)cn1, [Na+], [Na+], O=C([O-])[O-], O, OB(O)c1ccc(O)cc1, [Pd], c1ccc(P(c2ccccc2)c2ccccc2)cc1, c1ccc(P(c2ccccc2)c2ccccc2)cc1, c1ccc(P(c2ccccc2)c2ccccc2)cc1, c1ccc(P(c2ccccc2)c2ccccc2)cc1. As a reaction SMILES: [CH2:26]([CH2:27][O:28][CH3:29])[O:30][CH3:31].[NH2:1][c:2]1[n:3][cH:4][c:5]([Br:8])[n:6][cH:7]1.[Na+:19].[Na+:20].[O-:21][C:22](=[O:23])[O-:24].[OH2:25].[OH:9][c:10]1[cH:11][cH:12][c:13]([B:16]([OH:17])[OH:18])[cH:14][cH:15]1.[Pd:32].[c:33]1([P:34]([c:35]2[cH:36][cH:37][cH:38][cH:39][cH:40]2)[c:41]2[cH:42][cH:43][cH:44][cH:45][cH:46]2)[cH:47][cH:48][cH:49][cH:50][cH:51]1.[c:52]1([P:53]([c:54]2[cH:55][cH:56][cH:57][cH:58][cH:59]2)[c:60]2[cH:61][cH:62][cH:63][cH:64][cH:65]2)[cH:66][cH:67][cH:68][cH:69][cH:70]1.[c:71]1([P:72]([c:73]2[cH:74][cH:75][cH:76][cH:77][cH:78]2)[c:79]2[cH:80][cH:81][cH:82][cH:83][cH:84]2)[cH:85][cH:86][cH:87][cH:88][cH:89]1.[c:90]1([P:91]([c:92]2[cH:93][cH:94][cH:95][cH:96][cH:97]2)[c:98]2[cH:99][cH:100][cH:101][cH:102][cH:103]2)[cH:104][cH:105][cH:106][cH:107][cH:108]1>>[NH2:1][c:2]1[n:3][cH:4][c:5](-[c:13]2[cH:12][cH:11][c:10]([OH:9])[cH:15][cH:14]2)[n:6][cH:7]1. Yields the product Nc1cnc(-c2ccc(O)cc2)cn1. Reactants: BrCC=1OC(OC1C)=O (4-bromomethyl-5-methyl-2-oxo-1,3-dioxole), BrN1C(CCC1=O)=O (N-bromosuccinimide). Run in C(Cl)(Cl)(Cl)Cl (carbon tetrachloride). The product is BrCC=1OC(OC1CBr)=O (4,5-Di(bromomethyl)-2-oxo-1,3-dioxole). Reaction SMILES: [Br:1][CH2:2][C:3]1[O:4][C:5](=[O:9])[O:6][C:7]=1[CH3:8].[Br:10]N1C(=O)CCC1=O>C(Cl)(Cl)(Cl)Cl>[Br:1][CH2:2][C:3]1[O:4][C:5](=[O:9])[O:6][C:7]=1[CH2:8][Br:10]. Reported procedure: To a stirred solution of 1.22 g of 4-bromomethyl-5-methyl-2-oxo-1,3-dioxole in 30 ml of carbon tetrachloride was added 1.125 g of N-bromosuccinimide. The resulting solution was heated under reflux and irradiated for 15 minutes. The reaction mixture was filtered hot, cooled, and then evaporated in vacuo to give the title product as a yellow oil. Reactants: C(C)(C)(C)OC(=O)N1[C@@H](CCCC1)CN ((S)-2-aminomethyl-piperidine-1-carboxylic acid tert-butyl ester), ClC1=NC=CC(=C1)C#N (2-chloro-4-cyanopyridine). Yields the product C(C)(C)(C)OC(=O)N1[C@@H](CCCC1)CNC1=NC=CC(=C1)C#N ((S)-2-[(4-Cyano-pyridin-2-ylamino)-methyl]-piperidine-1-carboxylic acid tert butyl ester). Isolated yield 14.3%. RXN SMILES: [C:1]([O:5][C:6]([N:8]1[CH2:13][CH2:12][CH2:11][CH2:10][C@H:9]1[CH2:14][NH2:15])=[O:7])([CH3:4])([CH3:3])[CH3:2].Cl[C:17]1[CH:22]=[C:21]([C:23]#[N:24])[CH:20]=[CH:19][N:18]=1>>[C:1]([O:5][C:6]([N:8]1[CH2:13][CH2:12][CH2:11][CH2:10][C@H:9]1[CH2:14][NH:15][C:17]1[CH:22]=[C:21]([C:23]#[N:24])[CH:20]=[CH:19][N:18]=1)=[O:7])([CH3:4])([CH3:3])[CH3:2]. Procedure: The title compound (0.24 g) was prepared from (S)-2-aminomethyl-piperidine-1-carboxylic acid tert-butyl ester (1.14 g) and 2-chloro-4-cyanopyridine (0.74 g) according to the method of D28. The reactants are FC1=C(C=CC=C1F)O (2,3-Difluorophenol), [OH-].[Na+] (sodium hydroxide), BrCCCC (1-Bromobutane). The solvent is O (water), CCCCCCC (heptane), O (water). Reaction conditions: temperature 30 celsius, time 2 hour. The product is C(CCC)OC1=C(C(=CC=C1)F)F (4-butoxy-2,3-difluorobenzene). Yield: 79.9%. Reaction SMILES: [F:1][C:2]1[C:7]([F:8])=[CH:6][CH:5]=[CH:4][C:3]=1[OH:9].[OH-].[Na+].Br[CH2:13][CH2:14][CH2:15][CH3:16]>O.CCCCCCC>[CH2:13]([O:9][C:3]1[CH:4]=[CH:5][CH:6]=[C:7]([F:8])[C:2]=1[F:1])[CH2:14][CH2:15][CH3:16] |f:1.2|. Procedure: 2,3-Difluorophenol (21) (100.0 g) and sodium hydroxide (NaOH; 36.9 g) were added to water (300 ml) under a nitrogen atmosphere, and the stirring was continued at 70° C. 1-Bromobutane (158.0 g) was added thereto, and the stirring was continued at 70° C. for 2 hours. The reaction mixture obtained was cooled to 30° C., heptane (100 ml) and water (100 ml) were added, and mixed. The mixture was then allowed to separate into organic and aqueous phases. The extraction into an organic phase was carried ...